Dataset: the Open Reaction Database (ORD), a public repository of structured organic reaction records. Task: describe an organic reaction: reactants, conditions, products, and yield Isolated yield 86.9%. Yields the product O=C1N=C(SC2=C1C=CC=N2)N(CCC)C2=CC=C(C(=O)OCC)C=C2 (ethyl 4-[N-(4-oxo-4H-pyrido[3,2-e]-1,3-thiazin-2-yl)-N-propylamino)benzoate). Reported procedure: The reaction procedure of Example 57 was followed except that 230 mg of 2-chloronicotinoyl chloride, 100 mg of ammonium thiocyanate and 270 mg of ethyl 4-(propylamino)benzoate were used. As a result, 418 mg of ethyl 4-[N-(4-oxo-4H-pyrido[3,2-e]-1,3-thiazin-2-yl)-N-propylamino)benzoate was obtained. Starting materials: ClC1=C(C(=O)Cl)C=CC=N1 (2-chloronicotinoyl chloride), [S-]C#N.[NH4+] (ammonium thiocyanate), C(CC)NC1=CC=C(C(=O)OCC)C=C1 (ethyl 4-(propylamino)benzoate). RXN SMILES: Cl[C:2]1[N:10]=[CH:9][CH:8]=[CH:7][C:3]=1[C:4](Cl)=[O:5].[S-:11][C:12]#[N:13].[NH4+].[CH2:15]([NH:18][C:19]1[CH:29]=[CH:28][C:22]([C:23]([O:25][CH2:26][CH3:27])=[O:24])=[CH:21][CH:20]=1)[CH2:16][CH3:17]>>[O:5]=[C:4]1[C:3]2[CH:7]=[CH:8][CH:9]=[N:10][C:2]=2[S:11][C:12]([N:18]([C:19]2[CH:29]=[CH:28][C:22]([C:23]([O:25][CH2:26][CH3:27])=[O:24])=[CH:21][CH:20]=2)[CH2:15][CH2:16][CH3:17])=[N:13]1 |f:1.2|. Run in CN(C)C=O (DMF). Starting materials: Cl (hydrogen chloride), [N+](=O)([O-])C=1C=C(C=CC(=O)O)C=CC1 (3-nitrocinnamic acid), C(C)(=O)OCC (ethyl acetate), S(=O)(Cl)Cl (thionyl chloride). The yield is 96.9%. Reaction SMILES: [N+:1]([C:4]1[CH:5]=[C:6]([CH:12]=[CH:13][CH:14]=1)[CH:7]=[CH:8][C:9](O)=[O:10])([O-:3])=[O:2].C(OCC)(=O)C.S(Cl)([Cl:23])=O.Cl>CN(C=O)C>[N+:1]([C:4]1[CH:5]=[C:6]([CH:12]=[CH:13][CH:14]=1)[CH:7]=[CH:8][C:9]([Cl:23])=[O:10])([O-:3])=[O:2]. Procedure: 193.2 g (1 mole) of 3-nitrocinnamic acid and 650 g of ethyl acetate were placed in a reaction vessel. While 200 g of thionyl chloride with some drops of DMF was dropped into the reaction mixtures, the reaction mixtures were refluxed with stirring until the generation of hydrogen chloride gas stopped. The reacted solution was concentrated until a solid could be precipitated and poured into hexane. The precipitate was separated by filtration and dried. 205 g of 3-nitrocinnamoyl chloride was yielde... Yields the product [N+](=O)([O-])C=1C=C(C=CC(=O)Cl)C=CC1 (3-nitrocinnamoyl chloride). Starting materials: CC(C)(C)OC(=O)N1CCN(c2ccc(-c3oc(-c4ccc5cc[nH]c5c4)nc3C(N)=O)cc2)CC1, CO. Yields the product NC(=O)c1nc(-c2ccc3cc[nH]c3c2)oc1-c1ccc(N2CCNCC2)cc1. As a reaction SMILES: [C:1]([NH2:2])(=[O:3])[c:4]1[n:5][c:6](-[c:28]2[cH:29][cH:30][c:31]3[cH:32][cH:33][nH:34][c:35]3[cH:36]2)[o:7][c:8]1-[c:9]1[cH:10][cH:11][c:12]([N:15]2[CH2:16][CH2:17][N:18]([C:21]([O:22][C:23]([CH3:24])([CH3:25])[CH3:26])=[O:27])[CH2:19][CH2:20]2)[cH:13][cH:14]1.[CH3:37][OH:38]>>[C:1]([NH2:2])(=[O:3])[c:4]1[n:5][c:6](-[c:28]2[cH:29][cH:30][c:31]3[cH:32][cH:33][nH:34][c:35]3[cH:36]2)[o:7][c:8]1-[c:9]1[cH:10][cH:11][c:12]([N:15]2[CH2:16][CH2:17][NH:18][CH2:19][CH2:20]2)[cH:13][cH:14]1. The reactants are C(C)OC(=O)C=1C(=C2C(=C(N1)C#N)N(C(=C2Br)Br)C2=CC=C(C=C2)F)O (2,3-dibromo-7-cyano-4-hydroxy-1-(4-fluoro-phenyl)-1H-pyrrolo[2,3-c]pyridine-5-carboxylic acid ethyl ester), C(=O)[O-].[NH4+] (ammonium formate). The reagents and catalysts are [Pd] (Pd/C). Yields the product C(C)OC(=O)C=1C(=C2C(=C(N1)C#N)N(C=C2)C2=CC=C(C=C2)F)O (7-Cyano-1-(4-fluoro-phenyl)-4-hydroxy-1H-pyrrolo[2,3-c]pyridine-5-carboxylic acid ethyl ester). RXN SMILES: [CH2:1]([O:3][C:4]([C:6]1[C:7]([OH:26])=[C:8]2[C:16](Br)=[C:15](Br)[N:14]([C:19]3[CH:24]=[CH:23][C:22]([F:25])=[CH:21][CH:20]=3)[C:9]2=[C:10]([C:12]#[N:13])[N:11]=1)=[O:5])[CH3:2].C([O-])=O.[NH4+]>[Pd]>[CH2:1]([O:3][C:4]([C:6]1[C:7]([OH:26])=[C:8]2[CH:16]=[CH:15][N:14]([C:19]3[CH:24]=[CH:23][C:22]([F:25])=[CH:21][CH:20]=3)[C:9]2=[C:10]([C:12]#[N:13])[N:11]=1)=[O:5])[CH3:2] |f:1.2|. Reported procedure: Prepared in analogy to that of Example 6(a) from 2,3-dibromo-7-cyano-4-hydroxy-1-(4-fluoro-phenyl)-1H-pyrrolo[2,3-c]pyridine-5-carboxylic acid ethyl ester, ammonium formate and Pd/C. The title compound, ESI MS (m/z): 326 (M+H)+. The reactants are C1CCOC1, C[S-], COc1cc([N+](=O)[O-])ccc1I, [Na+], O=C(C=Cc1ccccc1)C=Cc1ccccc1, O=C(C=Cc1ccccc1)C=Cc1ccccc1, O=C(C=Cc1ccccc1)C=Cc1ccccc1, [Pd], [Pd]. The product is COc1cc([N+](=O)[O-])ccc1SC. Reaction SMILES: [CH2:16]1[O:17][CH2:18][CH2:19][CH2:20]1.[CH3:13][S-:14].[I:1][c:2]1[c:3]([O:11][CH3:12])[cH:4][c:5]([N+:8](=[O:9])[O-:10])[cH:6][cH:7]1.[Na+:15].[O:23]=[C:24]([CH:25]=[CH:26][c:27]1[cH:28][cH:29][cH:30][cH:31][cH:32]1)[CH:33]=[CH:34][c:35]1[cH:36][cH:37][cH:38][cH:39][cH:40]1.[O:41]=[C:42]([CH:43]=[CH:44][c:45]1[cH:46][cH:47][cH:48][cH:49][cH:50]1)[CH:51]=[CH:52][c:53]1[cH:54][cH:55][cH:56][cH:57][cH:58]1.[O:59]=[C:60]([CH:61]=[CH:62][c:63]1[cH:64][cH:65][cH:66][cH:67][cH:68]1)[CH:69]=[CH:70][c:71]1[cH:72][cH:73][cH:74][cH:75][cH:76]1.[Pd:21].[Pd:22]>>[c:2]1([S:14][CH3:13])[c:3]([O:11][CH3:12])[cH:4][c:5]([N+:8](=[O:9])[O-:10])[cH:6][cH:7]1. Reactants: COc1ccc(CO)cc1OCc1nc(-c2ccccc2)oc1C, Cc1ccccc1, O=S(Cl)Cl. The product is COc1ccc(CCl)cc1OCc1nc(-c2ccccc2)oc1C. As a reaction SMILES: [CH3:1][O:2][c:3]1[c:4]([O:11][CH2:12][c:13]2[n:14][c:15](-[c:19]3[cH:20][cH:21][cH:22][cH:23][cH:24]3)[o:16][c:17]2[CH3:18])[cH:5][c:6]([CH2:7][OH:8])[cH:9][cH:10]1.[CH3:29][c:30]1[cH:31][cH:32][cH:33][cH:34][cH:35]1.[S:25]([Cl:26])([Cl:27])=[O:28]>>[CH3:1][O:2][c:3]1[c:4]([O:11][CH2:12][c:13]2[n:14][c:15](-[c:19]3[cH:20][cH:21][cH:22][cH:23][cH:24]3)[o:16][c:17]2[CH3:18])[cH:5][c:6]([CH2:7][Cl:27])[cH:9][cH:10]1. Reactants: CS(=O)(=O)OC(COC(=O)c1ccc([N+](=O)[O-])cc1)C(CSc1ccccc1)NC(=O)OCc1ccccc1, C1COCCO1, Cc1ccccc1, [K+], [OH-]. The product is O=C(NC(CSc1ccccc1)C1CO1)OCc1ccccc1. Reaction SMILES: [CH2:1]([c:2]1[cH:3][cH:4][cH:5][cH:6][cH:7]1)[O:8][C:9](=[O:10])[NH:11][CH:12]([CH:13]([CH2:14][O:15][C:21](=[O:22])[c:23]1[cH:24][cH:25][c:26]([N+:27]([O-:28])=[O:29])[cH:30][cH:31]1)[O:16][S:17]([CH3:18])(=[O:19])=[O:20])[CH2:32][S:33][c:34]1[cH:35][cH:36][cH:37][cH:38][cH:39]1.[CH2:49]1[O:50][CH2:51][CH2:52][O:53][CH2:54]1.[CH3:42][c:43]1[cH:44][cH:45][cH:46][cH:47][cH:48]1.[K+:41].[OH-:40]>>[CH2:1]([c:2]1[cH:3][cH:4][cH:5][cH:6][cH:7]1)[O:8][C:9](=[O:10])[NH:11][CH:12]([CH:13]1[CH2:14][O:15]1)[CH2:32][S:33][c:34]1[cH:35][cH:36][cH:37][cH:38][cH:39]1. The reactants are COCC(=O)Cl, Cc1ccc(OCC2CC2)c(-c2ncnc3c(C(=O)NC4CCNCC4)c[nH]c23)c1. Product: COCC(=O)N1CCC(NC(=O)c2c[nH]c3c(-c4cc(C)ccc4OCC4CC4)ncnc23)CC1. As a reaction SMILES: [CH3:31][O:32][CH2:33][C:34](=[O:35])[Cl:36].[NH:1]1[CH2:2][CH2:3][CH:4]([NH:7][C:8](=[O:9])[c:10]2[cH:11][nH:12][c:13]3[c:14]2[n:15][cH:16][n:17][c:18]3-[c:19]2[c:20]([O:26][CH2:27][CH:28]3[CH2:29][CH2:30]3)[cH:21][cH:22][c:23]([CH3:25])[cH:24]2)[CH2:5][CH2:6]1>>[N:1]1([C:34]([CH2:33][O:32][CH3:31])=[O:35])[CH2:2][CH2:3][CH:4]([NH:7][C:8](=[O:9])[c:10]2[cH:11][nH:12][c:13]3[c:14]2[n:15][cH:16][n:17][c:18]3-[c:19]2[c:20]([O:26][CH2:27][CH:28]3[CH2:29][CH2:30]3)[cH:21][cH:22][c:23]([CH3:25])[cH:24]2)[CH2:5][CH2:6]1. Reactants: C(C)(C)(C)[C@@H]1CC[C@H](CC1)OC=1C(=C2C=CC(=CC2=CC1)[C@]1(NC(OC1)=O)C)C1CC1 ((R)-4-(6-(trans-4-tert-butylcyclohexyloxy)-5-cyclopropylnaphthalen-2-yl)-4-methyloxazolidin-2-one), C(=C)[B-](F)(F)F.[K+] (potassium vinyltrifluoroborate). Yields the product C(C)(C)(C)[C@@H]1CC[C@H](CC1)OC=1C(=C2C=CC(=CC2=CC1)[C@]1(NC(OC1)=O)C)C=C ((R)-4-(6-(trans-4-tert-butylcyclohexyloxy)-5-vinylnaphthalen-2-yl)-4-methyloxazolidin-2-one). Yield: 48.0%. As a reaction SMILES: [C:1]([C@H:5]1[CH2:10][CH2:9][C@H:8]([O:11][C:12]2[C:13]([CH:29]3C[CH2:30]3)=[C:14]3[C:19](=[CH:20][CH:21]=2)[CH:18]=[C:17]([C@:22]2([CH3:28])[CH2:26][O:25][C:24](=[O:27])[NH:23]2)[CH:16]=[CH:15]3)[CH2:7][CH2:6]1)([CH3:4])([CH3:3])[CH3:2].C([B-](F)(F)F)=C.[K+]>>[C:1]([C@H:5]1[CH2:6][CH2:7][C@H:8]([O:11][C:12]2[C:13]([CH:29]=[CH2:30])=[C:14]3[C:19](=[CH:20][CH:21]=2)[CH:18]=[C:17]([C@:22]2([CH3:28])[CH2:26][O:25][C:24](=[O:27])[NH:23]2)[CH:16]=[CH:15]3)[CH2:9][CH2:10]1)([CH3:4])([CH3:2])[CH3:3] |f:1.2|. Procedure details: (R)-4-(6-(trans-4-tert-butylcyclohexyloxy)-5-vinylnaphthalen-2-yl)-4-methyloxazolidin-2-one was synthesized as per (R)-4-(6-(trans-4-tert-butylcyclohexyloxy)-5-cyclopropylnaphthalen-2-yl)-4-methyloxazolidin-2-one (Example 214) in 48% yield using potassium vinyltrifluoroborate (0.0675 g, 0.000504 mol) as reagent. Reported procedure: To a suspension of 3.5 g (0.014 mole) of 5-(1-cyclohexen-1-ylthio)-2-nitrobenzene-amine in 125 ml of absolute ethanol under N2 there is added a solution of 8.4 g of Na2S2O4, 8.4 ml of concentrated aqueous ammonia and 52.5 ml of water. The mixture is refluxed for 15 minutes and an additional 0.8 g of Na2S2O4 is added. After an additional 15 minutes reflux period TLC (silica, Et2O) shows no starting material present. The ethanol is removed in vacuo; the aqueous residue is taken to pH 12 with 50% a... Product: C1(=CCCCC1)SC=1C=CC(=C(C1)N)N (5-(1-Cyclohexen-1-ylthio)-o-phenylenediamine). Run in C(C)O (ethanol), CCOCC (Et2O). As a reaction SMILES: [C:1]1([S:7][C:8]2[CH:9]=[CH:10][C:11]([N+:15]([O-])=O)=[C:12]([NH2:14])[CH:13]=2)[CH2:6][CH2:5][CH2:4][CH2:3][CH:2]=1.[O-]S(S([O-])=O)=O.[Na+].[Na+].N.O>C(O)C.CCOCC>[C:1]1([S:7][C:8]2[CH:9]=[CH:10][C:11]([NH2:15])=[C:12]([NH2:14])[CH:13]=2)[CH2:6][CH2:5][CH2:4][CH2:3][CH:2]=1 |f:1.2.3|. Starting materials: [O-]S(=O)S(=O)[O-].[Na+].[Na+] (Na2S2O4), N (ammonia), O (water), [O-]S(=O)S(=O)[O-].[Na+].[Na+] (Na2S2O4), C1(=CCCCC1)SC=1C=CC(=C(C1)N)[N+](=O)[O-] (5-(1-cyclohexen-1-ylthio)-2-nitrobenzene-amine).